From a dataset of the Open Reaction Database (ORD), a public repository of structured organic reaction records. describe an organic reaction: reactants, conditions, products, and yield Starting materials: [OH-].[K+] (potassium hydroxide), [O-]P(=O)([O-])OP(=O)([O-])OP(=O)([O-])[O-].[Na+].[Na+].[Na+].[Na+].[Na+] (sodium tripolyphosphate), [O-]P(=O)([O-])OP(=O)([O-])OP(=O)([O-])[O-] (tripolyphosphate). The product is [O-]P1(=O)OP(=O)(OP(=O)(O1)[O-])[O-].[Na+].[Na+].[Na+] (sodium trimetaphosphate), [OH-].[K+] (KOH). The yield is 13.3%. As a reaction SMILES: [OH-].[K+:2].[O-:3][P:4]([O:7][P:8]([O:11][P:12]([O-:15])([O-:14])=[O:13])([O-:10])=[O:9])([O-:6])=[O:5].[Na+:16].[Na+].[Na+].[Na+].[Na+].[O-]P(OP(OP([O-])([O-])=O)([O-])=O)([O-])=O>>[O-:6][P:4]1([O:7][P:8]([O-:10])(=[O:9])[O:11][P:12]([O-:14])(=[O:13])[O:15]1)=[O:5].[Na+:16].[Na+:16].[Na+:16].[OH-:3].[K+:2] |f:0.1,2.3.4.5.6.7,9.10.11.12,13.14|. Reported procedure: Example 4 illustrates that the addition of potassium hydroxide to sodium tripolyphosphate (wherein the level of the tripolyphosphate anion concentration was about equal to that which results by hydrolyzing 13.3% sodium trimetaphosphate with KOH) did not solubilize the sodium tripolyphosphate and a very heavy precipitate was observed.